Dataset: the Open Reaction Database (ORD), a public repository of structured organic reaction records. Task: describe an organic reaction: reactants, conditions, products, and yield Reactants: C(C)OC(CCC1=CNC2=CC=CC=C12)=O (3-(1H-Indol-3-yl)-propionic acid ethyl ester), O.NN (hydrazine hydrate). Solvent: C(C)O (ethanol). Yields the product N1C=C(C2=CC=CC=C12)CCC(=O)NN (3-(1H-Indol-3-yl)-propionic acid hydrazide). The yield is 98.0%. As a reaction SMILES: C([O:3][C:4](=O)[CH2:5][CH2:6][C:7]1[C:15]2[C:10](=[CH:11][CH:12]=[CH:13][CH:14]=2)[NH:9][CH:8]=1)C.O.[NH2:18][NH2:19]>C(O)C>[NH:9]1[C:10]2[C:15](=[CH:14][CH:13]=[CH:12][CH:11]=2)[C:7]([CH2:6][CH2:5][C:4]([NH:18][NH2:19])=[O:3])=[CH:8]1 |f:1.2|. Procedure: A solution of 3-(1H-Indol-3-yl)-propionic acid ethyl ester (4.30 g, 1 eq) and hydrazine hydrate (˜9.6 ml, 10 eq) in ethanol (70 ml) is heated at 60° C. overnight. The reaction mixture is concentrated under reduced pressure and diluted with methylene chloride. The new organic solution is washed with water, dried over MgSO4, filtered and evaporated to dryness, to afford the title compound as white solid (3.9 g, 98% yield), which is used as such for the next step. Reactants: N1(C=NC=C1)CCOC=1C=C2CCCC(C2=CC1)=O (6-(2-Imidazole-1-yl-ethoxy)-3,4-dihydro-2H-naphthalen-1-one), [N+](=O)([O-])C1=CC=C(S1)C=O (5-nitrothiophene-2-carboxaldehyde), OS(=O)(=O)O (H2SO4). Run in O (water), CC(=O)O (HOAc). Product: N1(C=NC=C1)CCOC=1C=C2CCC(C(C2=CC1)=O)=CC=1SC(=CC1)[N+](=O)[O-] (6-(2-Imidazole-1-yl-ethoxy)-2-(5-nitro-thiophen-2-ylmethylene)-3,4-dihydro-2H-naphthalen-1-one). The yield is 96.0%. RXN SMILES: [N:1]1([CH2:6][CH2:7][O:8][C:9]2[CH:10]=[C:11]3[C:16](=[CH:17][CH:18]=2)[C:15](=[O:19])[CH2:14][CH2:13][CH2:12]3)[CH:5]=[CH:4][N:3]=[CH:2]1.[N+:20]([C:23]1[S:27][C:26]([CH:28]=O)=[CH:25][CH:24]=1)([O-:22])=[O:21].OS(O)(=O)=O>CC(O)=O.O>[N:1]1([CH2:6][CH2:7][O:8][C:9]2[CH:10]=[C:11]3[C:16](=[CH:17][CH:18]=2)[C:15](=[O:19])[C:14](=[CH:28][C:26]2[S:27][C:23]([N+:20]([O-:22])=[O:21])=[CH:24][CH:25]=2)[CH2:13][CH2:12]3)[CH:5]=[CH:4][N:3]=[CH:2]1. Procedure: 6-(2-Imidazole-1-yl-ethoxy)-3,4-dihydro-2H-naphthalen-1-one (0.200 g, 0.78 mmol) was reacted with 5-nitrothiophene-2-carboxaldehyde (0.123 g, 0.78 mmol) in a mixture of HOAc (1 mL) and concentrated H2SO4 (0.100 mL) at room temperature overnight. The reaction was diluted with water, and the resulting precipitate was collected, washed well with water, and dried in vacuo at 60° C. to afford 0.296 g (80%) of the title compound as a brown powder, mp >240° C.: APCI-MS m/e 396.1 (M+ +1). Reactants: [Si](C)(C)(C(C)(C)C)O[C@@H]1C[C@@H]2CC[C@H]3[C@@H]4C[C@H]5[C@H]([C@H](C)[C@]6(O5)CC[C@@H](C)CO6)[C@]4([C@@H](C([C@@H]3[C@]2(CC1)C)=O)O)C ((3β,5α,12β,25R)-3-(t-butyldimethylsilyloxy)spirostan-12-ol-11-one), [H-].[Al+3].[Li+].[H-].[H-].[H-] (lithium aluminum hydride). The solvent is C1CCOC1 (THF). The product is [Si](C)(C)(C(C)(C)C)O[C@@H]1C[C@@H]2CC[C@H]3[C@@H]4C[C@H]5[C@H]([C@H](C)[C@]6(O5)CC[C@@H](C)CO6)[C@]4([C@@H]([C@@H]([C@@H]3[C@]2(CC1)C)O)O)C ((3β,5α,11β,12β,25R)-3-(t-butyldimethylsilyloxy)spirostan-11,12-diol). RXN SMILES: [Si:1]([O:8][C@H:9]1[CH2:35][CH2:34][C@@:33]2([CH3:36])[C@@H:11]([CH2:12][CH2:13][C@@H:14]3[C@@H:32]2[C:31](=[O:37])[C@@H:30]([OH:38])[C@@:29]2([CH3:39])[C@H:15]3[CH2:16][C@@H:17]3[O:22][C@@:21]4([O:28][CH2:27][C@H:25]([CH3:26])[CH2:24][CH2:23]4)[C@@H:19]([CH3:20])[C@@H:18]32)[CH2:10]1)([C:4]([CH3:7])([CH3:6])[CH3:5])([CH3:3])[CH3:2].[H-].[Al+3].[Li+].[H-].[H-].[H-]>C1COCC1>[Si:1]([O:8][C@H:9]1[CH2:35][CH2:34][C@@:33]2([CH3:36])[C@@H:11]([CH2:12][CH2:13][C@@H:14]3[C@@H:32]2[C@@H:31]([OH:37])[C@@H:30]([OH:38])[C@@:29]2([CH3:39])[C@H:15]3[CH2:16][C@@H:17]3[O:22][C@@:21]4([O:28][CH2:27][C@H:25]([CH3:26])[CH2:24][CH2:23]4)[C@@H:19]([CH3:20])[C@@H:18]32)[CH2:10]1)([C:4]([CH3:5])([CH3:6])[CH3:7])([CH3:2])[CH3:3] |f:1.2.3.4.5.6|. Procedure details: (3β,5α,12β,25R)-3-(t-butyldimethylsilyloxy)spirostan-12-ol-11-one (see procedure G8) was converted into the title compound via reduction with lithium aluminum hydride in THF at room temperature according to the procedure described in J. Am. Chem. Soc., 1951, 73, 1777. The reactants are C1CCOC1, ClCCl, CSc1nc2cc(C)ccc2o1, CCOCC, Cl, Br[Cu]Br, C[Sn](C)(C)c1ccn(-c2ccc3c(cnn3CCN3CCCC3)c2)c(=O)c1. The product is Cl, Cc1ccc2oc(-c3ccn(-c4ccc5c(cnn5CCN5CCCC5)c4)c(=O)c3)nc2c1. RXN SMILES: [CH2:41]1[O:42][CH2:43][CH2:44][CH2:45]1.[CH2:46]([Cl:47])[Cl:48].[CH3:28][c:29]1[cH:30][cH:31][c:32]2[c:33]([n:34][c:35]([S:37][CH3:38])[o:36]2)[cH:39]1.[CH3:49][CH2:50][O:51][CH2:52][CH3:53].[ClH:40].[Cu:54]([Br:55])[Br:56].[N:1]1([CH2:6][CH2:7][n:8]2[n:9][cH:10][c:11]3[cH:12][c:13](-[n:17]4[c:18](=[O:27])[cH:19][c:20]([Sn:23]([CH3:24])([CH3:25])[CH3:26])[cH:21][cH:22]4)[cH:14][cH:15][c:16]23)[CH2:2][CH2:3][CH2:4][CH2:5]1>>[ClH:40].[N:1]1([CH2:6][CH2:7][n:8]2[n:9][cH:10][c:11]3[cH:12][c:13](-[n:17]4[c:18](=[O:27])[cH:19][c:20](-[c:35]5[n:34][c:33]6[c:32]([cH:31][cH:30][c:29]([CH3:28])[cH:39]6)[o:36]5)[cH:21][cH:22]4)[cH:14][cH:15][c:16]23)[CH2:2][CH2:3][CH2:4][CH2:5]1. Starting materials: CO, COC(=O)c1cc(-c2ccnnc2)cc2c1c(C)cn2C(C)C, [Li+], C1CCOC1, [OH-], O. Yields the product Cc1cn(C(C)C)c2cc(-c3ccnnc3)cc(C(=O)O)c12. RXN SMILES: [CH3:24][OH:25].[CH:1]([CH3:2])([CH3:3])[n:4]1[cH:5][c:6]([CH3:23])[c:7]2[c:8]([C:19](=[O:20])[O:21][CH3:22])[cH:9][c:10](-[c:13]3[cH:14][n:15][n:16][cH:17][cH:18]3)[cH:11][c:12]12.[Li+:26].[O:29]1[CH2:30][CH2:31][CH2:32][CH2:33]1.[OH-:27].[OH2:28]>>[CH:1]([CH3:2])([CH3:3])[n:4]1[cH:5][c:6]([CH3:23])[c:7]2[c:8]([C:19](=[O:20])[OH:21])[cH:9][c:10](-[c:13]3[cH:14][n:15][n:16][cH:17][cH:18]3)[cH:11][c:12]12. The reactants are CC(C)(C)OC(=O)NC1CSC(c2cccs2)CNC1=O, CCOCC, Cl, C1COCCO1. Product: NC1CSC(c2cccs2)CNC1=O. RXN SMILES: [C:2]([O:3][C:4](=[O:5])[NH:9][CH:10]1[C:11](=[O:22])[NH:12][CH2:13][CH:14]([c:17]2[s:18][cH:19][cH:20][cH:21]2)[S:15][CH2:16]1)([CH3:6])([CH3:7])[CH3:8].[CH3:23][CH2:24][O:25][CH2:26][CH3:27].[ClH:1].[O:28]1[CH2:29][CH2:30][O:31][CH2:32][CH2:33]1>>[NH2:9][CH:10]1[C:11](=[O:22])[NH:12][CH2:13][CH:14]([c:17]2[s:18][cH:19][cH:20][cH:21]2)[S:15][CH2:16]1. Reactants: CCOC(=O)C(=O)CCC1CCCCC1, CC(C)(C)OC(=O)CN1C(=O)C(N)CSc2ccccc21. Yields the product CCOC(=O)C(CCC1CCCCC1)NC1CSc2ccccc2N(CC(=O)OC(C)(C)C)C1=O. As a reaction SMILES: [CH:22]1([CH2:28][CH2:29][C:30]([C:31](=[O:32])[O:33][CH2:34][CH3:35])=[O:36])[CH2:23][CH2:24][CH2:25][CH2:26][CH2:27]1.[NH2:1][CH:2]1[CH2:3][S:4][c:5]2[c:6]([cH:18][cH:19][cH:20][cH:21]2)[N:7]([CH2:10][C:11](=[O:12])[O:13][C:14]([CH3:15])([CH3:16])[CH3:17])[C:8]1=[O:9]>>[NH:1]([CH:2]1[CH2:3][S:4][c:5]2[c:6]([cH:18][cH:19][cH:20][cH:21]2)[N:7]([CH2:10][C:11](=[O:12])[O:13][C:14]([CH3:15])([CH3:16])[CH3:17])[C:8]1=[O:9])[CH:30]([CH2:29][CH2:28][CH:22]1[CH2:23][CH2:24][CH2:25][CH2:26][CH2:27]1)[C:31](=[O:32])[O:33][CH2:34][CH3:35]. Starting materials: Nc1ccc(Br)cc1, CC(C)(C)[O-], CS(C)=O, O=[N+]([O-])c1ccccc1F, [K+]. Reaction SMILES: [Br:11][c:12]1[cH:13][cH:14][c:15]([NH2:16])[cH:17][cH:18]1.[C:19]([O-:20])([CH3:21])([CH3:22])[CH3:23].[CH3:25][S:26]([CH3:27])=[O:28].[F:1][c:2]1[c:3]([N+:8](=[O:9])[O-:10])[cH:4][cH:5][cH:6][cH:7]1.[K+:24]>>[c:2]1([NH:16][c:15]2[cH:14][cH:13][c:12]([Br:11])[cH:18][cH:17]2)[c:3]([N+:8](=[O:9])[O-:10])[cH:4][cH:5][cH:6][cH:7]1. Yields the product O=[N+]([O-])c1ccccc1Nc1ccc(Br)cc1. Starting materials: CCOP(=O)(OCC)C(C#N)CC1CCOCC1, C1CCOC1, CCOC(C)=O, O=Cc1cc(Sc2cccc(C3OCCCO3)c2)c(F)cc1[N+](=O)[O-]. Yields the product N#CC(=Cc1cc(Sc2cccc(C3OCCCO3)c2)c(F)cc1[N+](=O)[O-])CC1CCOCC1. As a reaction SMILES: [CH2:1]([O:2][P:3](=[O:4])([O:5][CH2:6][CH3:7])[CH:9]([CH2:10][CH:11]1[CH2:12][CH2:13][O:14][CH2:15][CH2:16]1)[C:17]#[N:18])[CH3:8].[CH2:44]1[O:45][CH2:46][CH2:47][CH2:48]1.[CH3:49][CH2:50][O:51][C:52](=[O:53])[CH3:54].[O:19]1[CH:20]([c:25]2[cH:26][c:27]([S:31][c:32]3[c:33]([F:43])[cH:34][c:35]([N+:40](=[O:41])[O-:42])[c:36]([CH:37]=[O:38])[cH:39]3)[cH:28][cH:29][cH:30]2)[O:21][CH2:22][CH2:23][CH2:24]1>>[C:9]([CH2:10][CH:11]1[CH2:12][CH2:13][O:14][CH2:15][CH2:16]1)([C:17]#[N:18])=[CH:37][c:36]1[c:35]([N+:40](=[O:41])[O-:42])[cH:34][c:33]([F:43])[c:32]([S:31][c:27]2[cH:26][c:25]([CH:20]3[O:19][CH2:24][CH2:23][CH2:22][O:21]3)[cH:30][cH:29][cH:28]2)[cH:39]1. Yields the product Cl.CN(CC1C(=CCCC1)C=1C=NC=CC1)C (dimethyl-(2-pyridin-3-yl-cyclohex-2-enylmethyl)amine hydrochloride). Isolated yield 57.7%. Starting materials: [OH-].[Na+] (sodium hydroxide), S(O)(O)(=O)=O (sulfuric acid), Cl.CN(C)CC1C(CCCC1)(O)C=1C=NC=CC1 (dimethylaminomethyl-1-pyridin-3-yl-cyclohexanol hydrochloride), ice. As a reaction SMILES: S(=O)(=O)(O)O.[ClH:6].[CH3:7][N:8]([CH2:10][CH:11]1[CH2:16][CH2:15][CH2:14][CH2:13][C:12]1([C:18]1[CH:19]=[N:20][CH:21]=[CH:22][CH:23]=1)O)[CH3:9].[OH-].[Na+]>>[ClH:6].[CH3:7][N:8]([CH3:9])[CH2:10][CH:11]1[CH2:16][CH2:15][CH2:14][CH:13]=[C:12]1[C:18]1[CH:19]=[N:20][CH:21]=[CH:22][CH:23]=1 |f:1.2,3.4,5.6|. Reported procedure: 40 ml 96% strength sulfuric acid were added to 7.8 g dimethylaminomethyl-1-pyridin-3-yl-cyclohexanol hydrochloride, while cooling with ice. When the evolution of gas had ended, the mixture was stirred at room temperature for 45 minutes. The solution was subsequently poured on to approx. 400 g of crushed ice. It was then rendered alkaline by addition of sodium hydroxide lozenges, while cooling with ice, and the mixture was extracted 3× with a total of 600 ml ethyl acetate. The combined organic ph... Reaction conditions: time 45 minute.